From a dataset of the Open Reaction Database (ORD), a public repository of structured organic reaction records. describe an organic reaction: reactants, conditions, products, and yield The reactants are BrBr (Bromine), S1C(=NC=C1)C(C)=O (1-(1,3-thiazol-2-yl)ethanone). The solvent is CC(=O)O (AcOH). Conditions: temperature 100 celsius, time 30 minute. Yields the product BrCC(=O)C=1SC=CN1 (2-bromo-1-(1,3-thiazol-2-yl)ethanone). Yield: 100.0%. Reaction SMILES: [Br:1]Br.[S:3]1[CH:7]=[CH:6][N:5]=[C:4]1[C:8](=[O:10])[CH3:9]>CC(O)=O>[Br:1][CH2:9][C:8]([C:4]1[S:3][CH:7]=[CH:6][N:5]=1)=[O:10]. Reported procedure: Bromine (70 μL, 1 mmol) was added to a mixture of 1-(1,3-thiazol-2-yl)ethanone (200 mg, 2 mmol) in AcOH (5 mL). The reaction mixture was stirred at 100° C. for 30 min. and was concentrated under reduced pressure to give 2-bromo-1-(1,3-thiazol-2-yl)ethanone as an oil (100%) used as crude. The reactants are O (water), [Cl-].COC[P+](C1=CC=CC=C1)(C1=CC=CC=C1)C1=CC=CC=C1 (methoxymethyl triphenylphosphonium chloride), potassium tert.-butylate, CN(C1(CCC(CC1)=O)C1=CC=CC=C1)C (4-dimethylamino-4-phenylcyclohexanone). Solvent: C1(=CC=CC=C1)C (toluene). The product is CN(C1(CCC(CC1)C=O)C1=CC=CC=C1)C (4-dimethylamino-4-phenyl-cyclohexanecarbaldehyde). Reaction SMILES: [CH3:1][N:2]([CH3:16])[C:3]1([C:10]2[CH:15]=[CH:14][CH:13]=[CH:12][CH:11]=2)[CH2:8][CH2:7][C:6](=O)[CH2:5][CH2:4]1.[Cl-].[CH3:18][O:19]C[P+](C1C=CC=CC=1)(C1C=CC=CC=1)C1C=CC=CC=1.O>C1(C)C=CC=CC=1>[CH3:1][N:2]([CH3:16])[C:3]1([C:10]2[CH:15]=[CH:14][CH:13]=[CH:12][CH:11]=2)[CH2:8][CH2:7][CH:6]([CH:18]=[O:19])[CH2:5][CH2:4]1 |f:1.2|. Procedure: 46 mmol (10.0 g) of 4-dimethylamino-4-phenylcyclohexanone were dissolved in toluene. This solution was added dropwise at 70° C. to a suspension of 138.1 mmol, (47.33 g) methoxymethyl triphenylphosphonium chloride and 138.1 mmol (25.82 g) potassium tert.-butylate. The mixture was stirred for a few more hours at 70° C., hydrolysed with water and extracted using EE. The combined organic phases were washed with saturated NaCl solution, dried over sodium sulphate and concentrated. The resultant brown... Reaction SMILES: [Al+3:2].[CH3:21][CH2:22][O:23][C:24](=[O:25])[CH3:26].[H-:1].[H-:4].[H-:5].[H-:6].[Li+:3].[NH2:7][CH:8]([C:9](=[O:10])[N:11]([CH3:12])[CH3:13])[CH2:14][c:15]1[cH:16][cH:17][cH:18][cH:19][cH:20]1.[O:27]1[CH2:28][CH2:29][CH2:30][CH2:31]1>>[NH2:7][CH:8]([CH2:9][N:11]([CH3:12])[CH3:13])[CH2:14][c:15]1[cH:16][cH:17][cH:18][cH:19][cH:20]1. Reactants: [Al+3], CCOC(C)=O, [H-], [H-], [H-], [H-], [Li+], CN(C)C(=O)C(N)Cc1ccccc1, C1CCOC1. The product is CN(C)CC(N)Cc1ccccc1. Solvent: CC(=O)C (acetone). Conditions: temperature 65 celsius. Reported procedure: Example 1, Alternative Step 9d: Pyrrolidinone 4 (50.0 g, 0.11M) was dissolved in acetone (500 mL) and 1N HCl (500 mL) was added. The reaction mass was then heated to 65° C. After 20 mins HPLC indicated complete reaction. The reaction mass was allowed to cool to RT and the acetone was removed on a rotary evaporator. During this distillation the product precipitated from solution as a white solid. This was isolated by filtration and the cake washed with water. The cake was then dried azeotropicall... Starting materials: C(C1=CC=CC=C1)OC(=O)N[C@@H]1C(N(CC1)[C@@H]1[C@@H](CC2(OCCO2)CC1)C(=O)OCC)=O (ethyl (7R,8S)-8-{(3S)-3-Benzyloxycarbonylamino-2-oxo-pyrrolidin-1-yl}-1,4-dioxa-spiro[4.5]decane-7-carboxylate), Cl (HCl). As a reaction SMILES: [CH2:1]([O:8][C:9]([NH:11][C@H:12]1[CH2:16][CH2:15][N:14]([C@H:17]2[CH2:26][CH2:25][C:20]3(OCC[O:21]3)[CH2:19][C@H:18]2[C:27]([O:29][CH2:30][CH3:31])=[O:28])[C:13]1=[O:32])=[O:10])[C:2]1[CH:7]=[CH:6][CH:5]=[CH:4][CH:3]=1.Cl>CC(C)=O>[CH2:1]([O:8][C:9]([NH:11][C@H:12]1[CH2:16][CH2:15][N:14]([C@H:17]2[CH2:26][CH2:25][C:20](=[O:21])[CH2:19][C@H:18]2[C:27]([O:29][CH2:30][CH3:31])=[O:28])[C:13]1=[O:32])=[O:10])[C:2]1[CH:7]=[CH:6][CH:5]=[CH:4][CH:3]=1. The product is C(C1=CC=CC=C1)OC(=O)N[C@@H]1C(N(CC1)[C@@H]1[C@@H](CC(CC1)=O)C(=O)OCC)=O (ethyl (1R,2S)-2-((3S)-3-Benzyloxycarbonylamino-2-oxo-pyrrolidin-1-yl)-5-oxo-cyclohexanecarboxylate). Starting materials: NC=1NC(C2=C(N1)N(C(S2)=O)[C@@H]2O[C@@H](C[C@H]2O)CO[Si](C)(C)C(C)(C)C)=O (5-amino-3-[(2R,3R,5S)-5-[[tert-butyl(dimethyl)silyl]oxymethyl]-3-hydroxy-tetrahydrofuran-2-yl]-6H-thiazolo[4,5-d]pyrimidine-2,7-dione), NC=1NC(C2=C(N1)N(C(S2)=O)[C@@H]2O[C@@H](C[C@H]2O)CO[Si](C)(C)C(C)(C)C)=O (5-amino-3-[(2R,3R,5S)-5-[[tert-butyl(dimethyl)silyl]oxymethyl]-3-hydroxy-tetrahydrofuran-2-yl]-6H-thiazolo[4,5-d]pyrimidine-2,7-dione), CC(=O)OI1(C=2C=CC=CC2C(=O)O1)(OC(=O)C)OC(=O)C (Dess-Martine periodinane). Solvent: C1CCOC1 (THF). The product is NC=1NC(C2=C(N1)N(C(S2)=O)[C@@H]2O[C@@H](CC2=O)CO[Si](C)(C)C(C)(C)C)=O (5-amino-3-[(2R,5S)-5-[[tert-butyl(dimethyl)silyl]oxymethyl]-3-oxo-tetrahydrofuran-2-yl]-6H-thiazolo[4,5-d]pyrimidine-2,7-dione). Isolated yield 74.6%. RXN SMILES: [NH2:1][C:2]1[NH:3][C:4](=[O:27])[C:5]2[S:10][C:9](=[O:11])[N:8]([C@H:12]3[C@H:16]([OH:17])[CH2:15][C@@H:14]([CH2:18][O:19][Si:20]([C:23]([CH3:26])([CH3:25])[CH3:24])([CH3:22])[CH3:21])[O:13]3)[C:6]=2[N:7]=1.CC(OI1(OC(C)=O)(OC(C)=O)OC(=O)C2C=CC=CC1=2)=O>C1COCC1>[NH2:1][C:2]1[NH:3][C:4](=[O:27])[C:5]2[S:10][C:9](=[O:11])[N:8]([C@H:12]3[C:16](=[O:17])[CH2:15][C@@H:14]([CH2:18][O:19][Si:20]([C:23]([CH3:25])([CH3:24])[CH3:26])([CH3:22])[CH3:21])[O:13]3)[C:6]=2[N:7]=1. Procedure details: To a solution of 5-amino-3-[(2R,3R,5S)-5-[[tert-butyl(dimethyl)silyl]oxymethyl]-3-hydroxy-tetrahydrofuran-2-yl]-6H-thiazolo[4,5-d]pyrimidine-2,7-dione (compound 38d, 3.3 g, 7.8 mmol) in THF (100 mL) was added Dess-Martine periodinane (3.68 g, 8.76 mmol) with stirring. After being stirred at room temperature for 2 hours, the resulting solution was filtered and the filtrate was concentrated in vacuo. The residue was purified by column chromatography on silica gel (eluting with 1:10 methanol in DCM... Yields the product ClC=1C(=NC=NC1C)NCCOC1=C(C=C(C=C1)CCSCC)C (5-chloro-4-{2-[4-(2-ethylthioethyl)-2-methylphenoxy]ethylamino}-6-methylpyrimidine). Starting materials: [Na] (sodium), C(C)S (ethyl mercaptan), O1CCCC1 (tetrahydrofuran), ClC=1C(=NC=NC1C)NCCOC1=C(C=C(C=C1)CCCl)C (5-chloro-4-{2-[4-(2-chloroethyl)-2-methylphenoxy]ethylamino]-6-methylpyrimidine). Reaction SMILES: [Na].[CH2:2]([SH:4])[CH3:3].O1CCCC1.[Cl:10][C:11]1[C:12]([NH:18][CH2:19][CH2:20][O:21][C:22]2[CH:27]=[CH:26][C:25]([CH2:28][CH2:29]Cl)=[CH:24][C:23]=2[CH3:31])=[N:13][CH:14]=[N:15][C:16]=1[CH3:17]>O>[Cl:10][C:11]1[C:12]([NH:18][CH2:19][CH2:20][O:21][C:22]2[CH:27]=[CH:26][C:25]([CH2:28][CH2:29][S:4][CH2:2][CH3:3])=[CH:24][C:23]=2[CH3:31])=[N:13][CH:14]=[N:15][C:16]=1[CH3:17] |^1:0|. Run in O (water). Reported procedure: 0.5 g of the sodium salt of ethyl mercaptan was added to 30 ml of anhydrous tetrahydrofuran. 1.7 g of 5-chloro-4-{2-[4-(2-chloroethyl)-2-methylphenoxy]ethylamino]-6-methylpyrimidine was added to the mixture, which was then heated for 3 hours whilst stirring. At the end of this time, water was added to the mixture, and the oily product which separated was extracted with ethyl acetate. The extract was washed with water and dried over anhydrous sodium sulfate. The ethyl acetate was removed by disti... Reactants: C[C@@H]1CC[C@H](CC1)NC(C=CC1=CC(=C(C=C1)OCCCl)OC)=O (N-(trans-4-methylcyclohexyl)-4-(2-chloroethoxy)-3-methoxycinnamamide), C(CCCCCCC)NCCCCCCCC (dioctylamine). Solvent: CC(=O)CC(C)C (methyl isobutylketone). The product is C[C@@H]1CC[C@H](CC1)NC(C=CC1=CC(=C(C=C1)OCCN(CCCCCCCC)CCCCCCCC)OC)=O (N-(trans-4-methylcyclohexyl)-4-(2-dioctylaminoethoxy )-3-methoxycinnamamide). Reaction SMILES: [CH3:1][C@H:2]1[CH2:7][CH2:6][C@H:5]([NH:8][C:9](=[O:24])[CH:10]=[CH:11][C:12]2[CH:17]=[CH:16][C:15]([O:18][CH2:19][CH2:20]Cl)=[C:14]([O:22][CH3:23])[CH:13]=2)[CH2:4][CH2:3]1.[CH2:25]([NH:33][CH2:34][CH2:35][CH2:36][CH2:37][CH2:38][CH2:39][CH2:40][CH3:41])[CH2:26][CH2:27][CH2:28][CH2:29][CH2:30][CH2:31][CH3:32]>CC(CC(C)C)=O>[CH3:1][C@H:2]1[CH2:7][CH2:6][C@H:5]([NH:8][C:9](=[O:24])[CH:10]=[CH:11][C:12]2[CH:17]=[CH:16][C:15]([O:18][CH2:19][CH2:20][N:33]([CH2:34][CH2:35][CH2:36][CH2:37][CH2:38][CH2:39][CH2:40][CH3:41])[CH2:25][CH2:26][CH2:27][CH2:28][CH2:29][CH2:30][CH2:31][CH3:32])=[C:14]([O:22][CH3:23])[CH:13]=2)[CH2:4][CH2:3]1. Reported procedure: Using 1.9 g of N-(trans-4-methylcyclohexyl)-4-(2-chloroethoxy)-3-methoxycinnamamide (Example 138), 8.3 ml of dioctylamine, and 50 ml of methyl isobutylketone, a reaction similar to that conducted in Example 142 was carried out. As a result, 0.9 g of N-(trans-4-methylcyclohexyl)-4-(2-dioctylaminoethoxy )-3-methoxycinnamamide (a compound of the present invention) was obtained as white crystal, which had the following physiochemical properties: